Dataset: the Open Reaction Database (ORD), a public repository of structured organic reaction records. Task: describe an organic reaction: reactants, conditions, products, and yield Starting materials: BrC1=CC=CC(=N1)CO[Si](C)(C)C(C)(C)C (6-bromo-O-(tert-butyldimethylsilyl)-2-pyridinemethanol), C1(CCCCC1)=O (cyclohexanone). The product is [Si](C)(C)(C(C)(C)C)OCC1=CC=CC(=N1)C1(CCCCC1)O (1-(6-[tert-Butyldimethylsilyloxymethyl]pyridine-2-yl)-1-cyclohexanol). Yield: 15.0%. Reaction SMILES: Br[C:2]1[N:7]=[C:6]([CH2:8][O:9][Si:10]([C:13]([CH3:16])([CH3:15])[CH3:14])([CH3:12])[CH3:11])[CH:5]=[CH:4][CH:3]=1.[C:17]1(=[O:23])[CH2:22][CH2:21][CH2:20][CH2:19][CH2:18]1>>[Si:10]([O:9][CH2:8][C:6]1[N:7]=[C:2]([C:17]2([OH:23])[CH2:22][CH2:21][CH2:20][CH2:19][CH2:18]2)[CH:3]=[CH:4][CH:5]=1)([C:13]([CH3:16])([CH3:15])[CH3:14])([CH3:12])[CH3:11]. Procedure details: Prepared from 6-bromo-O-(tert-butyldimethylsilyl)-2-pyridinemethanol and cyclohexanone by the method described in Example 10 to give the title compound (0.49 g, 15%) as a yellow oil; NMR δH (400 MHz, CDCl3) 0.13 (6H, s), 0.96 (9H, s), 1.61-1.91 (10H, m), 4.82 (2H, s), 5.17 (1H, s), 7.21 (1H, dd, J 8.0 Hz, 1.0 Hz), 7.38 (1H, dd, J 7.5 Hz), 1.0 Hz), 7.71 (1H, t, J 7.5 Hz). TLC (Hex:EtOAc (9:1)) Rf=0.30** Starting materials: CC1=NC(=NC(=C1O)C)NCC(CCC)C1=CC=CC=C1 (4,6-dimethyl-5-hydroxy-2-phenylpentylaminopyrimidine), C(C(C)C)OC(=O)Cl (isobutylchoroformate). The product is CC1=NC(=NC(=C1OC(=O)OCC(C)C)C)NCC(CCC)C1=CC=CC=C1 (4,6-Dimethyl-2-phenylpentylamino-5-(isobutyloxyformyl)oxypyrimidine), product. Reaction SMILES: [CH3:1][C:2]1[C:7]([OH:8])=[C:6]([CH3:9])[N:5]=[C:4]([NH:10][CH2:11][CH:12]([C:16]2[CH:21]=[CH:20][CH:19]=[CH:18][CH:17]=2)[CH2:13][CH2:14][CH3:15])[N:3]=1.[CH2:22]([O:26][C:27](Cl)=[O:28])[CH:23]([CH3:25])[CH3:24]>>[CH3:9][C:6]1[C:7]([O:8][C:27]([O:26][CH2:22][CH:23]([CH3:25])[CH3:24])=[O:28])=[C:2]([CH3:1])[N:3]=[C:4]([NH:10][CH2:11][CH:12]([C:16]2[CH:17]=[CH:18][CH:19]=[CH:20][CH:21]=2)[CH2:13][CH2:14][CH3:15])[N:5]=1. Reported procedure: In a manner similar to that of the method of Example 2, the title compound was prepared from 0.5 g (1.8 mmol) of 4,6-dimethyl-5-hydroxy-2-phenylpentylaminopyrimidine and isobutylchoroformate (0.23 ml, 1.8 mmol) to afford 0.45 g of product. Mass spectrum m/e=385. NMR (CDCl3) delta: 7.27-7.16 (m, 5H): 5.00 (bs, 1H); 4.06 (d, 5 Hz, 2H); 3.00-3.60 (m, 2H); 2.61 (t, 4 Hz, 2H); 2.23 (s, 6H): 1.65-1.36 (m, 6H): 0.99 (d, 4 Hz, 6H). IR (CHCl3) 1760, 1580 cm-1. Anal. Calc'd for C22H31O3N3 : C, 68.54: H, 8... Reactants: CC(C)N(C)c1cc(NC(=O)OC(C)(C)C)c(N)cc1C(F)(F)F, CC(C)(C)OC(=O)CC(=O)c1cccc(-n2nncc2COC2CCCCO2)c1. The product is CC(C)N(C)c1cc(NC(=O)OC(C)(C)C)c(NC(=O)CC(=O)c2cccc(-n3nncc3COC3CCCCO3)c2)cc1C(F)(F)F. RXN SMILES: [C:1]([CH3:2])([CH3:3])([CH3:4])[O:5][C:6]([NH:7][c:8]1[c:9]([NH2:23])[cH:10][c:11]([C:19]([F:20])([F:21])[F:22])[c:12]([N:14]([CH3:15])[CH:16]([CH3:17])[CH3:18])[cH:13]1)=[O:24].[C:25]([CH3:27])([CH3:28])([O:29][C:30](=[O:26])[CH2:31][C:32]([c:33]1[cH:34][c:35](-[n:39]2[n:40][n:41][cH:42][c:43]2[CH2:44][O:45][CH:46]2[O:47][CH2:48][CH2:49][CH2:50][CH2:51]2)[cH:36][cH:37][cH:38]1)=[O:52])[CH3:53]>>[C:1]([CH3:2])([CH3:3])([CH3:4])[O:5][C:6]([NH:7][c:8]1[c:9]([NH:23][C:30](=[O:29])[CH2:31][C:32]([c:33]2[cH:34][c:35](-[n:39]3[n:40][n:41][cH:42][c:43]3[CH2:44][O:45][CH:46]3[O:47][CH2:48][CH2:49][CH2:50][CH2:51]3)[cH:36][cH:37][cH:38]2)=[O:52])[cH:10][c:11]([C:19]([F:20])([F:21])[F:22])[c:12]([N:14]([CH3:15])[CH:16]([CH3:17])[CH3:18])[cH:13]1)=[O:24]. The reactants are C1CCOC1, Cc1cccc2nc(-c3ccccc3[N+](=O)[O-])[nH]c12, CI, [H-], [Na+], [Na+], O=C([O-])O. RXN SMILES: [CH2:29]1[O:30][CH2:31][CH2:32][CH2:33]1.[CH3:1][c:2]1[cH:3][cH:4][cH:5][c:6]2[n:7][c:8](-[c:11]3[c:12]([N+:17](=[O:18])[O-:19])[cH:13][cH:14][cH:15][cH:16]3)[nH:9][c:10]12.[CH3:22][I:23].[H-:21].[Na+:20].[Na+:28].[O-:24][C:25]([OH:26])=[O:27]>>[CH3:1][c:2]1[cH:3][cH:4][cH:5][c:6]2[n:7]([CH3:25])[c:8](-[c:11]3[c:12]([N+:17](=[O:18])[O-:19])[cH:13][cH:14][cH:15][cH:16]3)[n:9][c:10]12. Product: Cc1cccc2c1nc(-c1ccccc1[N+](=O)[O-])n2C. Starting materials: C(=O)(O)C=1C=C(C=CC1O)N1C(=CC=2C3=C(CCC12)C=CC=C3)C3=CC=CC=C3 (3-(3-carboxy-4-hydroxyphenyl)-4,5-dihydro-2-phenylbenz[e]indole), C(C)(=O)OC(C)=O (acetic anhydride), crystals. The solvent is O (water). Run at time 8 hour. The product is C(C)(=O)OC1=C(C=C(C=C1)N1C(=CC=2C3=C(CCC12)C=CC=C3)C3=CC=CC=C3)C(=O)O (3-(4-Acetoxy-3-carboxyphenyl)-4,5-dihydro-2-phenylbenz[e]indole). RXN SMILES: [C:1]([C:4]1[CH:5]=[C:6]([N:11]2[C:19]3[CH2:18][CH2:17][C:16]4[CH:20]=[CH:21][CH:22]=[CH:23][C:15]=4[C:14]=3[CH:13]=[C:12]2[C:24]2[CH:29]=[CH:28][CH:27]=[CH:26][CH:25]=2)[CH:7]=[CH:8][C:9]=1[OH:10])([OH:3])=[O:2].[C:30](OC(=O)C)(=[O:32])[CH3:31]>O>[C:30]([O:10][C:9]1[CH:8]=[CH:7][C:6]([N:11]2[C:19]3[CH2:18][CH2:17][C:16]4[CH:20]=[CH:21][CH:22]=[CH:23][C:15]=4[C:14]=3[CH:13]=[C:12]2[C:24]2[CH:29]=[CH:28][CH:27]=[CH:26][CH:25]=2)=[CH:5][C:4]=1[C:1]([OH:3])=[O:2])(=[O:32])[CH3:31]. Reported procedure: A mixture of 26.2 g. (0.069 mole) of 3-(3-carboxy-4-hydroxyphenyl)-4,5-dihydro-2-phenylbenz[e]indole and 204 g. of acetic anhydride was stirred at 75° for 4 hours, cooled, treated with 34 g. of water, stirred for several hours until a solution formed, and allowed to stand overnight. The solid which separated was collected, washed with acetic acid and petroleum ether, and dried to provide 26.7 g. (91%) of crystals, m.p. 194°-196°.